From a dataset of the Open Reaction Database (ORD), a public repository of structured organic reaction records. describe an organic reaction: reactants, conditions, products, and yield Reaction conditions: temperature 100 celsius. As a reaction SMILES: [S:1]1[C:7]2[CH:8]=[CH:9][CH:10]=[CH:11][C:6]=2[CH2:5][NH:4][C:3](=O)[CH2:2]1.COC1C=CC(P2(SP(C3C=CC(OC)=CC=3)(=S)S2)=[S:22])=CC=1>C1(C)C=CC=CC=1>[S:1]1[C:7]2[CH:8]=[CH:9][CH:10]=[CH:11][C:6]=2[CH2:5][NH:4][C:3](=[S:22])[CH2:2]1. The solvent is C1(=CC=CC=C1)C (toluene). Procedure details: A stirred mixture of 4,5-dihydro-1,4-benzothiazepin-3(2H)-one (1.79 g, prepared as example 1 of international patent application WO 92/21668) and Lawesson's reagent (2.22 g) in dry toluene (100 ml) was heated at 100° C. for three hours. The mixture was allowed to cool to room temperature. The precipitated solid was collected by filtration, washed with toluene and dried to give 4,5-dihydro-1,4-benzothiazepin-3(2H)-thione. Yield 1.78 g (m.p. 215°-219° C.). The product is S1CC(NCC2=C1C=CC=C2)=S (4,5-dihydro-1,4-benzothiazepin-3(2H)-thione). The reactants are S1CC(NCC2=C1C=CC=C2)=O (4,5-dihydro-1,4-benzothiazepin-3(2H)-one), COC=1C=CC(=CC1)P2(=S)SP(=S)(S2)C=3C=CC(=CC3)OC (Lawesson's reagent). Reactants: C1CCOC1, CCOC(C)SCC(=O)O, O=C1CCC(=O)N1O. Yields the product CCOC(C)SCC(=O)ON1C(=O)CCC1=O. As a reaction SMILES: [CH2:19]1[O:20][CH2:21][CH2:22][CH2:23]1.[CH2:1]([CH3:2])[O:3][CH:4]([CH3:5])[S:6][CH2:7][C:8](=[O:9])[OH:10].[OH:11][N:12]1[C:13](=[O:18])[CH2:14][CH2:15][C:16]1=[O:17]>>[CH2:1]([CH3:2])[O:3][CH:4]([CH3:5])[S:6][CH2:7][C:8]([O:9][N:12]1[C:13](=[O:18])[CH2:14][CH2:15][C:16]1=[O:17])=[O:10]. Reactants: [OH-].[Na+] (Sodium hydroxide), CC1=C(N=CN1)C(=O)OCC (ethyl 5-methyl-1H-imidazole-4-carboxylate), Cl (hydrochloric acid). Run in O (water). The product is CC1=C(N=CN1)C(=O)O (5-methyl-1H-imidazole-4-carboxylic acid). Reaction SMILES: [OH-].[Na+].[CH3:3][C:4]1[NH:8][CH:7]=[N:6][C:5]=1[C:9]([O:11]CC)=[O:10].Cl>O>[CH3:3][C:4]1[NH:8][CH:7]=[N:6][C:5]=1[C:9]([OH:11])=[O:10] |f:0.1|. Reported procedure: Sodium hydroxide (70.0 g, 1.75 moles), followed by ethyl 5-methyl-1H-imidazole-4-carboxylate (34.0 g, 0.22 mole), were added to 500 ml of water. The reaction mixture was stirred and heated at reflux for one hour, cooled in an ice bath, and neutralized with 150 ml of concentrated hydrochloric acid. The precipitated solid was collected and dried to give 5-methyl-1H-imidazole-4-carboxylic acid. Reactants: N1=C(C=CC2=CC=CC=C12)N1CC(C1)C=1C(=NC=CN1)C=1C=C(C(=O)OC)C=CC1 (methyl 3-(3-(1-(quinolin-2-yl)azetidin-3-yl)pyrazin-2-yl)benzoate), O.[OH-].[Li+] (lithium hydroxide hydrate), O (water). The solvent is C1CCOC1 (THF). Conditions: time 8 hour. Product: N1=C(C=CC2=CC=CC=C12)N1CC(C1)C=1C(=NC=CN1)C=1C=C(C(=O)[O-])C=CC1.[Li+] (Lithium 3-(3-(1-(quinolin-2-yl)azetidin-3-yl)pyrazin-2-yl)benzoate). The yield is 107.9%. RXN SMILES: [N:1]1[C:10]2[C:5](=[CH:6][CH:7]=[CH:8][CH:9]=2)[CH:4]=[CH:3][C:2]=1[N:11]1[CH2:14][CH:13]([C:15]2[C:16]([C:21]3[CH:22]=[C:23]([CH:28]=[CH:29][CH:30]=3)[C:24]([O:26]C)=[O:25])=[N:17][CH:18]=[CH:19][N:20]=2)[CH2:12]1.O.[OH-].[Li+:33].O>C1COCC1>[N:1]1[C:10]2[C:5](=[CH:6][CH:7]=[CH:8][CH:9]=2)[CH:4]=[CH:3][C:2]=1[N:11]1[CH2:12][CH:13]([C:15]2[C:16]([C:21]3[CH:22]=[C:23]([CH:28]=[CH:29][CH:30]=3)[C:24]([O-:26])=[O:25])=[N:17][CH:18]=[CH:19][N:20]=2)[CH2:14]1.[Li+:33] |f:1.2.3,6.7|. Reported procedure: A mixture of methyl 3-(3-(1-(quinolin-2-yl)azetidin-3-yl)pyrazin-2-yl)benzoate (0.079 g, 0.198 mmol, SCHEME 5), lithium hydroxide hydrate (0.017 g, 0.397 mmol), water (0.4 mL) and THF (1.2 mL) was stirred at RT overnight. The mixture was concentrated in vacuo. The product was obtained as an off-white solid (83 mg, 108%). Reactants: [Li+].CC(C)[N-]C(C)C (LDA), C1C(CCC2=CC=CC=C12)=O (2-tetralone), C(C=C)Br (allyl bromide). Solvent: C1CCOC1 (THF). Conditions: temperature 0 celsius, time 24 hour. Product: O=C1C(C2=CC=CC=C2CC1)CC=C (1,2,3,4-Tetrahydro-2-oxo-1-(2-propenyl)naphthalene). The yield is 33.3%. As a reaction SMILES: [CH2:1]1[C:10]2[C:5](=[CH:6][CH:7]=[CH:8][CH:9]=2)[CH2:4][CH2:3][C:2]1=[O:11].[Li+].[CH3:13][CH:14]([N-]C(C)C)[CH3:15].C(Br)C=C>C1COCC1>[O:11]=[C:2]1[CH2:3][CH2:4][C:5]2[C:10](=[CH:9][CH:8]=[CH:7][CH:6]=2)[CH:1]1[CH2:15][CH:14]=[CH2:13] |f:1.2|. Reported procedure: To a solution of 7.3 g (50 mmol) 2-tetralone in 75 mL THF in a 3-neck round-bottomed flask, equipped with a gas inlet and septum, was added 36.7 mL LDA (55 mmol, 1.5M in cyclohexane) at -30° C. under a nitrogen atmosphere. The solution was allowed to warm to 0° C. over a 30-minute period and 5.6 mL (65 mmol) allyl bromide was added. TLC analysis was used to monitor the reaction. After stirring for 24 hours at room temperature, the reaction mixture was quenched with 10% sodium bisulfate to pH 2-3... Yields the product NC(=O)c1cc2c(s1)NC(=O)C2=Cc1ccc[nH]1. RXN SMILES: [CH2:20]1[CH2:21][CH2:22][NH:23][CH2:24][CH2:25]1.[CH3:26][CH:27]([OH:28])[CH3:29].[O:1]=[C:2]1[CH2:3][c:4]2[c:5]([s:7][c:8]([C:10](=[O:11])[NH2:12])[cH:9]2)[NH:6]1.[nH:13]1[c:14]([CH:18]=[O:19])[cH:15][cH:16][cH:17]1>>[O:1]=[C:2]1[C:3](=[CH:18][c:14]2[nH:13][cH:17][cH:16][cH:15]2)[c:4]2[c:5]([s:7][c:8]([C:10](=[O:11])[NH2:12])[cH:9]2)[NH:6]1. Starting materials: C1CCNCC1, CC(C)O, NC(=O)c1cc2c(s1)NC(=O)C2, O=Cc1ccc[nH]1.